This data is from the Open Reaction Database (ORD), a public repository of structured organic reaction records. The task is: describe an organic reaction: reactants, conditions, products, and yield Starting materials: Cl (HCl), OC1=C(C=C(C=C1C=O)C)C=O (2-hydroxy-5-methyl-1,3-benzenedicarboxaldehyde), C(=O)([O-])[O-].[K+].[K+] (K2CO3), FC(/C=C/C(=O)OCC)(F)F (ethyl 4,4,4-trifluorocrotonate). Run in CN(C)C=O (DMF). Reaction conditions: temperature 80 celsius. Product: C(=O)C=1C=C(C=C2C=C(C(OC12)C(F)(F)F)C(=O)OCC)C (ethyl 8-formyl-6-methyl-2-(trifluoromethyl)-2H-chromene-3-carboxylate). The yield is 23.0%. Reaction SMILES: [OH:1][C:2]1[C:7]([CH:8]=[O:9])=[CH:6][C:5]([CH3:10])=[CH:4][C:3]=1[CH:11]=O.C([O-])([O-])=O.[K+].[K+].[F:19][C:20]([F:29])([F:28])/[CH:21]=[CH:22]/[C:23]([O:25][CH2:26][CH3:27])=[O:24].Cl>CN(C=O)C>[CH:8]([C:7]1[CH:6]=[C:5]([CH3:10])[CH:4]=[C:3]2[C:2]=1[O:1][CH:21]([C:20]([F:19])([F:29])[F:28])[C:22]([C:23]([O:25][CH2:26][CH3:27])=[O:24])=[CH:11]2)=[O:9] |f:1.2.3|. Procedure details: A mixture of 2-hydroxy-5-methyl-1,3-benzenedicarboxaldehyde (5.0 g, 30.46 mmole), K2CO3 (8.41 g, 60.92 mmole) and ethyl 4,4,4-trifluorocrotonate (7.68 g, 45.69 mmole) in anhydrous DMF (40.0 mL) was heated to 80° C. under a dry N2 atmosphere for 18 hrs. The mixture was then cooled, poured into 1.2 N HCl (100 mL) and extracted with EtOAc (2×100 mL). The combined extracts were washed with brine (100 mL), dried over MgSO4, filtered and concentrated in vacuo to give a dark red oil which was subject t...